From a dataset of the Open Reaction Database (ORD), a public repository of structured organic reaction records. describe an organic reaction: reactants, conditions, products, and yield The reactants are CC(=O)OC(C)=O, Nc1ccc2c(c1)NC(=O)C(CCCN1CCN(c3ccc(F)cc3)CC1)O2, c1ccncc1. Yields the product CC(=O)Nc1ccc2c(c1)NC(=O)C(CCCN1CCN(c3ccc(F)cc3)CC1)O2. As a reaction SMILES: [CH3:29][C:30](=[O:31])[O:32][C:33](=[O:34])[CH3:35].[NH2:1][c:2]1[cH:3][cH:4][c:5]2[c:6]([cH:28]1)[NH:7][C:8](=[O:27])[CH:9]([CH2:11][CH2:12][CH2:13][N:14]1[CH2:15][CH2:16][N:17]([c:20]3[cH:21][cH:22][c:23]([F:26])[cH:24][cH:25]3)[CH2:18][CH2:19]1)[O:10]2.[cH:36]1[cH:37][cH:38][n:39][cH:40][cH:41]1>>[NH:1]([c:2]1[cH:3][cH:4][c:5]2[c:6]([cH:28]1)[NH:7][C:8](=[O:27])[CH:9]([CH2:11][CH2:12][CH2:13][N:14]1[CH2:15][CH2:16][N:17]([c:20]3[cH:21][cH:22][c:23]([F:26])[cH:24][cH:25]3)[CH2:18][CH2:19]1)[O:10]2)[C:30]([CH3:29])=[O:31]. Reactants: FC(C1=CC=C(C=C1)C1=NSC2=C1C=CC(=C2)OS(=O)(=O)C(F)(F)F)(F)F (Trifluoro-methanesulfonic acid 3-(4-trifluoromethyl-phenyl)-benzo[d]isothiazol-6-yl ester), C(C=C)N(C)C(C#C)(C)C (Allyl-(1,1-dimethyl-prop-2-ynyl)-methyl-amine). The product is C(C=C)N(C)C(C#CC1=CC2=C(C(=NS2)C2=CC=C(C=C2)C(F)(F)F)C=C1)(C)C (Allyl-{1,1-dimethyl-3-[3-(4-trifluoromethyl-phenyl)-benzo[d]isothiazol-6-yl]-prop-2-ynyl}-methyl-amine). Reaction SMILES: [F:1][C:2]([F:27])([F:26])[C:3]1[CH:8]=[CH:7][C:6]([C:9]2[C:13]3[CH:14]=[CH:15][C:16](OS(C(F)(F)F)(=O)=O)=[CH:17][C:12]=3[S:11][N:10]=2)=[CH:5][CH:4]=1.[CH2:28]([N:31]([C:33]([CH3:37])([CH3:36])[C:34]#[CH:35])[CH3:32])[CH:29]=[CH2:30]>>[CH2:28]([N:31]([C:33]([CH3:37])([CH3:36])[C:34]#[C:35][C:16]1[CH:15]=[CH:14][C:13]2[C:9]([C:6]3[CH:7]=[CH:8][C:3]([C:2]([F:27])([F:26])[F:1])=[CH:4][CH:5]=3)=[N:10][S:11][C:12]=2[CH:17]=1)[CH3:32])[CH:29]=[CH2:30]. Reported procedure: In analogy to example 14.1, Trifluoro-methanesulfonic acid 3-(4-trifluoromethyl-phenyl)-benzo[d]isothiazol-6-yl ester and Allyl-(1,1-dimethyl-prop-2-ynyl)-methyl-amine were converted to yield Allyl-{1,1-dimethyl-3-[3-(4-trifluoromethyl-phenyl)-benzo[d]isothiazol-6-yl]-prop-2-ynyl}-methyl-amine as brown oil, MS: 415 (MH+). Starting materials: N(=O)[O-].[Na+] (sodium nitrite), C(CCC)N1C(=O)NC(=O)C=C1N (1-butyl-6-aminouracil), C(C)(=O)O (acetic acid). Solvent: O (water), O (water). Yields the product C(CCC)N1C(=O)NC(=O)C(=C1N)N=O (1-butyl-5-nitroso-6-aminouracil). Yield: 84.8%. RXN SMILES: [CH2:1]([N:5]1[C:12]([NH2:13])=[CH:11][C:9](=[O:10])[NH:8][C:6]1=[O:7])[CH2:2][CH2:3][CH3:4].[N:14]([O-])=[O:15].[Na+].C(O)(=O)C>O>[CH2:1]([N:5]1[C:12]([NH2:13])=[C:11]([N:14]=[O:15])[C:9](=[O:10])[NH:8][C:6]1=[O:7])[CH2:2][CH2:3][CH3:4] |f:1.2|. Reported procedure: 91.5 g (0.5 mole) of 1-butyl-6-aminouracil are suspended in 1 liter of water in a reactor equipped with a magnetic stirrer. A solution of 38 g of sodium nitrite in 250 ml of water is added to the suspension. 65 ml of acetic acid are then run in dropwise with stirring, after which the mixture is stirred for 18 hours at ambient temperature. After cooling in an ice bath, the precipitate is filtered, giving 90 g of violet-coloured crystals. The reactants are CN1CCCC1=O, CCCc1c(F)ccc(C=O)c1Cl, Cl, O, [NH3+]O, O=S(Cl)Cl. Product: CCCc1c(F)ccc(C#N)c1Cl. RXN SMILES: [CH3:22][N:23]1[CH2:24][CH2:25][CH2:26][C:27]1=[O:28].[Cl:1][c:2]1[c:3]([CH:4]=[O:5])[cH:6][cH:7][c:8]([F:13])[c:9]1[CH2:10][CH2:11][CH3:12].[ClH:14].[OH2:21].[OH:15][NH3+:16].[S:17]([Cl:18])([Cl:19])=[O:20]>>[Cl:1][c:2]1[c:3]([C:4]#[N:16])[cH:6][cH:7][c:8]([F:13])[c:9]1[CH2:10][CH2:11][CH3:12].